The task is: describe an organic reaction: reactants, conditions, products, and yield. This data is from the Open Reaction Database (ORD), a public repository of structured organic reaction records. Reactants: O=C1C=C2CC[C@H]3[C@@H]4CC[C@H](C(C)C(=O)N)[C@]4(CC[C@@H]3[C@]2(C=C1)C)C (3-oxo-pregna-1,4-diene-20-carboxylic acid amide), O=C1C=C2CC[C@H]3[C@@H]4CC[C@H](C(C)C(=O)N)[C@]4(CC[C@@H]3[C@]2(CC1)C)C (3oxo-pregn-4-ene-20-carboxylic acid amide), material ( A ). The product is O=C1C=C2CC[C@H]3[C@@H]4CCC(=C(C)C(=O)N)[C@]4(CC[C@@H]3[C@]2(C=C1)C)C (3-oxo-pregna-1,4,17(20)-triene-20-carboxylic acid amide), O=C1C=C2CC[C@H]3[C@@H]4CCC(=C(C)C(=O)N)[C@]4(CC[C@@H]3[C@]2(CC1)C)C (3-oxo-pregna-4,17(20)-diene-20-carboxylic acid amide), desired compound. As a reaction SMILES: [O:1]=[C:2]1[CH:23]=[CH:22][C@@:21]2([CH3:24])[C:4]([CH2:5][CH2:6][C@@H:7]3[C@@H:20]2[CH2:19][CH2:18][C@@:17]2([CH3:25])[C@H:8]3[CH2:9][CH2:10][C@@H:11]2[CH:12]([C:14]([NH2:16])=[O:15])[CH3:13])=[CH:3]1.[O:26]=[C:27]1[CH2:48][CH2:47][C@@:46]2([CH3:49])[C:29]([CH2:30][CH2:31][C@@H:32]3[C@@H:45]2[CH2:44][CH2:43][C@@:42]2([CH3:50])[C@H:33]3[CH2:34][CH2:35][C@@H:36]2[CH:37]([C:39]([NH2:41])=[O:40])[CH3:38])=[CH:28]1>>[O:1]=[C:2]1[CH:23]=[CH:22][C@@:21]2([CH3:24])[C:4]([CH2:5][CH2:6][C@@H:7]3[C@@H:20]2[CH2:19][CH2:18][C@@:17]2([CH3:25])[C@H:8]3[CH2:9][CH2:10][C:11]2=[C:12]([C:14]([NH2:16])=[O:15])[CH3:13])=[CH:3]1.[O:26]=[C:27]1[CH2:48][CH2:47][C@@:46]2([CH3:49])[C:29]([CH2:30][CH2:31][C@@H:32]3[C@@H:45]2[CH2:44][CH2:43][C@@:42]2([CH3:50])[C@H:33]3[CH2:34][CH2:35][C:36]2=[C:37]([C:39]([NH2:41])=[O:40])[CH3:38])=[CH:28]1. Procedure details: The present invention utilizes as a starting material (A) 3-oxo-pregna-1,4-diene-20-carboxylic acid amide; (B) 3oxo-pregn-4-ene-20-carboxylic acid amide; (C) 3-oxo-pregna-1,4,17(20)-triene-20-carboxylic acid amide, and (D) 3-oxo-pregna-4,17(20)-diene-20-carboxylic acid amide and mixtures thereof to obtain the desired compound. Reactants: COc1cc(C)c(Br)c(CO)c1, CC(C)=O, [K+], O=[Mn](=O)(=O)[O-], [NH4+], [Na+], [OH-], O=S([O-])O. Product: COc1cc(C)c(Br)c(C(=O)O)c1. Reaction SMILES: [Br:1][c:2]1[c:3]([CH2:11][OH:12])[cH:4][c:5]([O:9][CH3:10])[cH:6][c:7]1[CH3:8].[CH3:26][C:27](=[O:28])[CH3:29].[K+:18].[Mn:13](=[O:14])([O-:15])(=[O:16])=[O:17].[NH4+:25].[Na+:23].[OH-:24].[S:19](=[O:20])([OH:21])[O-:22]>>[Br:1][c:2]1[c:3]([C:11](=[O:12])[OH:14])[cH:4][c:5]([O:9][CH3:10])[cH:6][c:7]1[CH3:8]. Starting materials: BrC=1SC=CC1 (2-bromothiophene), [Mg] (magnesium), CN1CCC(CC1)COC(C(C=1SC=CC1)=O)=O (oxo-thiophen-2-yl-acetic acid 1-methyl-piperidin-4-ylmethyl ester), BrC=1SC=CC1 (2-bromothiophene), II (iodine), [Cl-].[NH4+] (ammonium chloride). The solvent is C1CCOC1 (THF), C1CCOC1 (THF), C(C)OCC (diethylether), C1CCOC1 (THF). Reaction conditions: time 1 hour. Product: CN1CCC(CC1)COC(C(C=1SC=CC1)(C=1SC=CC1)O)=O (Hydroxy-di-thiophen-2-yl-acetic acid 1-methyl-piperidin-4-ylmethyl ester). As a reaction SMILES: Br[C:2]1[S:3][CH:4]=[CH:5][CH:6]=1.[Mg].II.[CH3:10][N:11]1[CH2:16][CH2:15][CH:14]([CH2:17][O:18][C:19](=[O:27])[C:20](=[O:26])[C:21]2[S:22][CH:23]=[CH:24][CH:25]=2)[CH2:13][CH2:12]1.[Cl-].[NH4+]>C1COCC1.C(OCC)C>[CH3:10][N:11]1[CH2:16][CH2:15][CH:14]([CH2:17][O:18][C:19](=[O:27])[C:20]([OH:26])([C:21]2[S:22][CH:23]=[CH:24][CH:25]=2)[C:2]2[S:3][CH:4]=[CH:5][CH:6]=2)[CH2:13][CH2:12]1 |f:4.5|. Procedure: A solution of 2-bromothiophene (2.15 ml, 22.2 mmol) in THF (15 ml) is added dropwise to a mixture of magnesium (0.54 g, 22.2 mmol) and a single crystal of iodine in THF (15 ml). After addition of just under one half of the 2-bromothiophene the addition is suspended until reaction has initiated (judged by an exotherm). The addition is then completed maintaining the reaction temperature to below 40° C. After the addition is completed the reaction mixture is heated to reflux for 20 minutes. This mi... Reactants: COc1cc(F)c2cc(C(=O)O)sc2c1, c1ccc2ncccc2c1, c1ccc(-c2ccccn2)nc1. Product: COc1cc(F)c2ccsc2c1. Reaction SMILES: [F:1][c:2]1[cH:3][c:4]([O:14][CH3:15])[cH:5][c:6]2[c:7]1[cH:8][c:9]([C:11]([OH:12])=[O:13])[s:10]2.[cH:28]1[cH:29][c:30]2[c:31]([n:32][cH:33][cH:34][cH:35]2)[cH:36][cH:37]1.[n:16]1[cH:17][cH:18][cH:19][cH:20][c:21]1-[c:22]1[cH:23][cH:24][cH:25][cH:26][n:27]1>>[F:1][c:2]1[cH:3][c:4]([O:14][CH3:15])[cH:5][c:6]2[c:7]1[cH:8][cH:9][s:10]2.